The task is: describe an organic reaction: reactants, conditions, products, and yield. This data is from the Open Reaction Database (ORD), a public repository of structured organic reaction records. Reaction SMILES: [F:1][C:2]([F:15])([F:14])[C:3](=O)[CH2:4][C:5]([C:7]1[CH:12]=[CH:11][N:10]=[CH:9][CH:8]=1)=O.[NH2:16][C:17]1[C:21]([C:22]#[N:23])=[C:20]([N:24]2[CH2:29][CH2:28][N:27]([CH2:30][C:31]3[CH:36]=[CH:35][CH:34]=[CH:33][CH:32]=3)[CH2:26][CH2:25]2)[NH:19][N:18]=1>C(O)(=O)C>[C:31]1([CH2:30][N:27]2[CH2:28][CH2:29][N:24]([C:20]3[C:21]([C:22]#[N:23])=[C:17]4[N:16]=[C:3]([C:2]([F:15])([F:14])[F:1])[CH:4]=[C:5]([C:7]5[CH:12]=[CH:11][N:10]=[CH:9][CH:8]=5)[N:18]4[N:19]=3)[CH2:25][CH2:26]2)[CH:32]=[CH:33][CH:34]=[CH:35][CH:36]=1. The reactants are FC(C(CC(=O)C1=CC=NC=C1)=O)(F)F (4,4,4-trifluoro-1-(4-pyridyl)-1,3-butanedione), NC1=NNC(=C1C#N)N1CCN(CC1)CC1=CC=CC=C1 (3-Amino-5-(4-phenylmethyl-1-piperazinyl)-4-pyrazolecarbonitrile). Product: C1(=CC=CC=C1)CN1CCN(CC1)C1=NN2C(N=C(C=C2C2=CC=NC=C2)C(F)(F)F)=C1C#N (2-[4-(Phenylmethyl)-1-piperazinyl]-7-(4-pyridinyl)-5-(trifluoromethyl)pyrazolo[1,5-a]pyrimidine-3-carbonitrile). Run in C(C)(=O)O (acetic acid). Procedure: A mixture of 3.9 g (0.014 moles) of 4,4,4-trifluoro-1-(4-pyridyl)-1,3-butanedione (U.S. Pat. No. 3,200,128), 3.9 g (0.014 moles) of 3-amino-5-(4-phenylmethyl-1-piperazinyl)-4-pyrazolecarbonitrile (prepared as described in Example 1) and 100 ml of glacial acetic acid was stirred at reflux for 16 hours. Yields the product CN(C)C1CC2(CCC1O)OCCO2. Reactants: CNC, [Na+], C1COC2(CCC3OC3C2)O1, [OH-]. As a reaction SMILES: [CH3:12][NH:13][CH3:14].[Na+:16].[O:1]1[CH2:2][CH2:3][O:4][C:5]12[CH2:6][CH:7]1[O:8][CH:9]1[CH2:10][CH2:11]2.[OH-:15]>>[O:1]1[CH2:2][CH2:3][O:4][C:5]12[CH2:6][CH:7]([N:13]([CH3:12])[CH3:14])[CH:9]([OH:8])[CH2:10][CH2:11]2. Reactants: [N+](=O)(O)[O-] (Nitric acid), resultant mixture, S(O)(O)(=O)=O (sulfuric acid), NC1=NC2=CC=CC(=C2C(=N1)N)Cl (2,4-diamino-5-chloroquinazoline), Compound 2, N (ammonia). Solvent: ice. Run at temperature -10 celsius, time 18 hour. The product is NC1=NC2=CC=C(C(=C2C(=N1)N)Cl)[N+](=O)[O-] (2,4-diamino-5-chloro-6-nitroquinazoline). RXN SMILES: [N+:1]([O-:4])(O)=[O:2].S(=O)(=O)(O)O.[NH2:10][C:11]1[N:20]=[C:19]([NH2:21])[C:18]2[C:13](=[CH:14][CH:15]=[CH:16][C:17]=2[Cl:22])[N:12]=1.N>>[NH2:10][C:11]1[N:20]=[C:19]([NH2:21])[C:18]2[C:13](=[CH:14][CH:15]=[C:16]([N+:1]([O-:4])=[O:2])[C:17]=2[Cl:22])[N:12]=1. Procedure: Nitric acid (90%), 125 mL, was stirred and cooled to -10° C., and 125 mL of 98% sulfuric acid was added dropwise. Upon completion of addition, the reaction mixture temperature was brought to 0° C., and 19.7 grams (0.10 mole) of 2,4-diamino-5-chloroquinazoline (Compound 2, prepared in a manner analogous to that of Step E of Example 1) was added. Upon completion of addition, the reaction mixture was allowed to warm to ambient temperature where it was stirred for about 18 hours. The reaction mixtur... Reactants: [N+](=O)([O-])C=1C=C(C=CC1)S(=O)(=O)Cl (3-Nitrophenylsulphonyl chloride), C(C=C)OC(=O)NC(CC(=O)OCC)C1=CC(=CC=C1)N (ethyl 3-{[(allyloxy)-carbonyl]-amino}-3-(3-aminophenyl)-propanoate). Solvent: N1=CC=CC=C1 (pyridine). The product is C(C=C)OC(=O)NC(CC(=O)OCC)C1=CC(=CC=C1)NS(=O)(=O)C1=CC(=CC=C1)[N+](=O)[O-] (Ethyl 3-{[(allyloxy)-carbonyl]-amino}-3-{{3-{[(3-nitrophenyl)-sulfonyl]-amino}-phenyl}}-propanoate). RXN SMILES: [N+:1]([C:4]1[CH:5]=[C:6]([S:10](Cl)(=[O:12])=[O:11])[CH:7]=[CH:8][CH:9]=1)([O-:3])=[O:2].[CH2:14]([O:17][C:18]([NH:20][CH:21]([C:28]1[CH:33]=[CH:32][CH:31]=[C:30]([NH2:34])[CH:29]=1)[CH2:22][C:23]([O:25][CH2:26][CH3:27])=[O:24])=[O:19])[CH:15]=[CH2:16]>N1C=CC=CC=1>[CH2:14]([O:17][C:18]([NH:20][CH:21]([C:28]1[CH:33]=[CH:32][CH:31]=[C:30]([NH:34][S:10]([C:6]2[CH:7]=[CH:8][CH:9]=[C:4]([N+:1]([O-:3])=[O:2])[CH:5]=2)(=[O:12])=[O:11])[CH:29]=1)[CH2:22][C:23]([O:25][CH2:26][CH3:27])=[O:24])=[O:19])[CH:15]=[CH2:16]. Reported procedure: 3-Nitrophenylsulphonyl chloride was added at 0° C. to a solution of 11.6 g ethyl 3-{[(allyloxy)-carbonyl]-amino}-3-(3-aminophenyl)-propanoate from Example II.2.d in 110 ml of pyridine. After a reaction time of 2 h, the mixture was concentrated, 1 N hydrochloric acid was added, and the solution was extracted with dichloromethane. After drying the organic phase over magnesium sulphate, the solvent was removed and the crude product was purified by chromatography on silica gel (dichloromethane/metha... Reactants: CCN1c2ncc(CCc3ccnc(N)c3)cc2C(=O)N(C)c2ccc(Cl)nc21, O=N[O-], [Na+], O, O=S(=O)(O)O. Yields the product CCN1c2ncc(CCc3ccnc(O)c3)cc2C(=O)N(C)c2ccc(Cl)nc21. As a reaction SMILES: [Cl:1][c:2]1[cH:3][cH:4][c:5]2[c:11]([n:12]1)[N:10]([CH2:13][CH3:14])[c:9]1[c:8]([cH:18][c:17]([CH2:19][CH2:20][c:21]3[cH:22][c:23]([NH2:27])[n:24][cH:25][cH:26]3)[cH:16][n:15]1)[C:7](=[O:28])[N:6]2[CH3:29].[N:30](=[O:31])[O-:32].[Na+:33].[OH2:39].[S:34](=[O:35])(=[O:36])([OH:37])[OH:38]>>[Cl:1][c:2]1[cH:3][cH:4][c:5]2[c:11]([n:12]1)[N:10]([CH2:13][CH3:14])[c:9]1[c:8]([cH:18][c:17]([CH2:19][CH2:20][c:21]3[cH:22][c:23]([OH:31])[n:24][cH:25][cH:26]3)[cH:16][n:15]1)[C:7](=[O:28])[N:6]2[CH3:29]. The reactants are ClC1=CC=C(CN)C=C1 (4-chlorobenzylamine), OC1=C(C=NC2=CC(=C(C=C12)SCC1=CC=CC=C1)C(F)(F)F)C(=O)O (4-hydroxy-6-[(phenylmethyl)thio]-7-(trifluoromethyl)-3-quinolinecarboxylic acid), CN(C=O)C (dimethylformamide), C(=O)(N1C=NC=C1)N1C=NC=C1 (carbonyldiimidazole). Run in O (water), O (water). Conditions: temperature 37.5 celsius, time 20 hour. The product is ClC1=CC=C(C=C1)CNC(=O)C=1C=NC2=CC(=C(C=C2C1O)SCC1=CC=CC=C1)C(F)(F)F (N-[(4-Chlorophenyl)methyl]-4-hydroxy-6-[(phenylmethyl)thio]-7-(trifluoromethyl)-3-quinolinecarboxamide). RXN SMILES: [OH:1][C:2]1[C:11]2[C:6](=[CH:7][C:8]([C:20]([F:23])([F:22])[F:21])=[C:9]([S:12][CH2:13][C:14]3[CH:19]=[CH:18][CH:17]=[CH:16][CH:15]=3)[CH:10]=2)[N:5]=[CH:4][C:3]=1[C:24]([OH:26])=O.CN(C)C=O.C(N1C=CN=C1)(N1C=CN=C1)=O.[Cl:44][C:45]1[CH:52]=[CH:51][C:48]([CH2:49][NH2:50])=[CH:47][CH:46]=1>O>[Cl:44][C:45]1[CH:52]=[CH:51][C:48]([CH2:49][NH:50][C:24]([C:3]2[CH:4]=[N:5][C:6]3[C:11]([C:2]=2[OH:1])=[CH:10][C:9]([S:12][CH2:13][C:14]2[CH:19]=[CH:18][CH:17]=[CH:16][CH:15]=2)=[C:8]([C:20]([F:21])([F:22])[F:23])[CH:7]=3)=[O:26])=[CH:47][CH:46]=1. Procedure: A mixture of 0.15 g of 4-hydroxy-6-[(phenylmethyl)thio]-7-(trifluoromethyl)-3-quinolinecarboxylic acid and 1.2 mL of dimethylformamide is treated with 0.075 g of carbonyldiimidazole. The mixture is stirred 20 h at 35-40° C. The solution is cooled to 25° C. and it is treated with 0.075 mL of distilled water and then it is stirred for 10 min. The solution is treated with 0.053 mL of 4-chlorobenzylamine and it is stirred for 18 h. The mixture is diluted with 1.0 mL of distilled water and then it is... Starting materials: CN1CC2=C(NC=3C=CC(=CC23)C)CC1 (2,3,4,5-tetrahydro-2,8-dimethyl-1H-pyrido[4,3-b]indole), FC(C1=CC=C(C=N1)\C=C/C(=O)O)(F)F ((Z)-3-(6-(trifluoromethyl)pyridin-3-yl)acrylic acid), [OH-].[K+] (KOH). Run in CN1CCCC1=O (NMP). Yields the product FC(C1=CC=C(C=N1)CC(C(=O)O)N1C2=C(C=3C=C(C=CC13)C)CN(CC2)C)(F)F (3-(6-(trifluoromethyl)pyridin-3-yl)-2-(1,2,3,4-tetrahydro-2,8-dimethylpyrido[4,3-b]indol-5-yl)propanoic acid). RXN SMILES: [CH3:1][N:2]1[CH2:15][CH2:14][C:5]2[NH:6][C:7]3[CH:8]=[CH:9][C:10]([CH3:13])=[CH:11][C:12]=3[C:4]=2[CH2:3]1.[F:16][C:17]([F:30])([F:29])[C:18]1[N:23]=[CH:22][C:21](/[CH:24]=[CH:25]\[C:26]([OH:28])=[O:27])=[CH:20][CH:19]=1.[OH-].[K+]>CN1C(=O)CCC1>[F:29][C:17]([F:16])([F:30])[C:18]1[N:23]=[CH:22][C:21]([CH2:24][CH:25]([N:6]2[C:7]3[CH:8]=[CH:9][C:10]([CH3:13])=[CH:11][C:12]=3[C:4]3[CH2:3][N:2]([CH3:1])[CH2:15][CH2:14][C:5]2=3)[C:26]([OH:28])=[O:27])=[CH:20][CH:19]=1 |f:2.3|. Procedure details: The title compound is prepared from a mixture of 2,3,4,5-tetrahydro-2,8-dimethyl-1H-pyrido[4,3-b]indole, (Z)-3-(6-(trifluoromethyl)pyridin-3-yl)acrylic acid and KOH (5-7 equiv) in NMP at a temperature ranging between 25 deg C. to 100 deg C. The product obtained is isolated by preparative HPLC. Reaction conditions: temperature 80 celsius. Reported procedure: Under a nitrogen atmosphere N,N-dimethylethylenediamine (1.79 mL) is added to a stirred solution of 2-[2-(dimethylamino)ethyl]-5-chloroisoquino[5,6,7-cd]indazole-6(2H)-one of Example 8 (0.539 g) in pyridine (6.80 mL) and the resulting solution is heated at 80° C. for 12 hours. The pyridine and excess N,N-dimethylethylenediamine are removed by roto-evaporation and the obtained residue is purified by silica gel column chromatography eluting first with methylene chloride, then with methylene chlori... The solvent is N1=CC=CC=C1 (pyridine). Starting materials: CN(CCN)C (N,N-dimethylethylenediamine), CN(CCN1N=C2C=3C(=C(C=CC13)Cl)C(C=1C=NC=CC12)=O)C (2-[2-(dimethylamino)ethyl]-5-chloroisoquino[5,6,7-cd]indazole-6(2H)-one). The product is CN(CCNC1=C2C=3C(=NNC3C=C1)C=1C=CN=CC1C2=O)C (5-[[2-(dimethylamino)ethyl]amino]isoquino[5,6,7-cd]indazole-6(2H)-one). Reaction SMILES: [CH3:1][N:2]([CH3:6])[CH2:3][CH2:4][NH2:5].CN(C)CC[N:11]1[C:19]2[CH:18]=[CH:17][C:16](Cl)=[C:15]3[C:21](=[O:28])[C:22]4[CH:23]=[N:24][CH:25]=[CH:26][C:27]=4[C:13]([C:14]=23)=[N:12]1>N1C=CC=CC=1>[CH3:1][N:2]([CH3:6])[CH2:3][CH2:4][NH:5][C:16]1[CH:17]=[CH:18][C:19]2[NH:11][N:12]=[C:13]3[C:27]4[CH:26]=[CH:25][N:24]=[CH:23][C:22]=4[C:21](=[O:28])[C:15]=1[C:14]=23. The reactants are O=C([O-])[O-], CN(C)C=O, COc1cc2c(Oc3cc4ccccc4nc3C)ccnc2cc1OCCCl, [I-], [K+], [K+], [Na+], O. The product is COc1cc2c(Oc3cc4ccccc4nc3C)ccnc2cc1OCCN(C)C. RXN SMILES: [C:34](=[O:35])([O-:36])[O-:37].[CH3:1][N:2]([CH:3]=[O:4])[CH3:5].[Cl:6][CH2:7][CH2:8][O:9][c:10]1[c:11]([O:32][CH3:33])[cH:12][c:13]2[c:14]([O:20][c:21]3[c:22]([CH3:31])[n:23][c:24]4[cH:25][cH:26][cH:27][cH:28][c:29]4[cH:30]3)[cH:15][cH:16][n:17][c:18]2[cH:19]1.[I-:41].[K+:38].[K+:39].[Na+:40].[OH2:42]>>[CH3:1][N:2]([CH2:3][CH2:8][O:9][c:10]1[c:11]([O:32][CH3:33])[cH:12][c:13]2[c:14]([O:20][c:21]3[c:22]([CH3:31])[n:23][c:24]4[cH:25][cH:26][cH:27][cH:28][c:29]4[cH:30]3)[cH:15][cH:16][n:17][c:18]2[cH:19]1)[CH3:5].